From a dataset of the Open Reaction Database (ORD), a public repository of structured organic reaction records. describe an organic reaction: reactants, conditions, products, and yield Reactants: aqueous solution, S(=O)([O-])S(=O)[O-].[Na+].[Na+] (sodium hydrosulfite), NC1=C(C(N(C(N1CC1CC1)=O)CC1CC1)=O)N=O (6-amino-1,3-bis(cyclopropylmethyl)-5-nitrosouracil). Solvent: O (water), C(C)O (ethanol). Conditions: time 2.5 hour. Product: NC=1C(N(C(N(C1N)CC1CC1)=O)CC1CC1)=O (5,6-Diamino-1,3-bis(cyclopropylmethyl) uracil). Yield: 84.1%. Reaction SMILES: [NH2:1][C:2]1[N:7]([CH2:8][CH:9]2[CH2:11][CH2:10]2)[C:6](=[O:12])[N:5]([CH2:13][CH:14]2[CH2:16][CH2:15]2)[C:4](=[O:17])[C:3]=1[N:18]=O.S(S([O-])=O)([O-])=O.[Na+].[Na+]>O.C(O)C>[NH2:18][C:3]1[C:4](=[O:17])[N:5]([CH2:13][CH:14]2[CH2:15][CH2:16]2)[C:6](=[O:12])[N:7]([CH2:8][CH:9]2[CH2:10][CH2:11]2)[C:2]=1[NH2:1] |f:1.2.3|. Procedure details: Compound c (3.0 g, 11.4 mmol) was suspended in a mixture of 25 ml of water and 40 ml of ethanol. Twenty milliliters of aqueous solution of 6.9 g (40 mmol) of sodium hydrosulfite was added, and the resulting mixture was stirred at room temperature for 2.5 hours. The reaction mixture was extracted three times with 50 ml of chloroform. The organic layer was washed with a saturated aqueous solution of sodium chloride and dried over anhydrous sodium sulfate. The solvent was evaporated under reduced p... Reactants: C(C1=CC=CC=C1)OC1=CC=C(C=C1)C(C=C)=C (1-benzyloxy-4-(1-methylene-allyl)-benzene), CC(C=O)=C (2-methyl-propenal), B(F)(F)F (BF3). The solvent is C(Cl)Cl (DCM). Conditions: time 3 hour. The product is C(C1=CC=CC=C1)OC1=CC=C(C=C1)C1=CCC(CC1)(C=O)C (4-(4-benzyloxy-phenyl)-1-methyl-cyclohex-3-ene carbaldehyde). As a reaction SMILES: [CH2:1]([O:8][C:9]1[CH:14]=[CH:13][C:12]([C:15](=[CH2:18])[CH:16]=[CH2:17])=[CH:11][CH:10]=1)[C:2]1[CH:7]=[CH:6][CH:5]=[CH:4][CH:3]=1.[CH3:19][C:20](=[CH2:23])[CH:21]=[O:22].B(F)(F)F>C(Cl)Cl>[CH2:1]([O:8][C:9]1[CH:10]=[CH:11][C:12]([C:15]2[CH2:18][CH2:19][C:20]([CH3:23])([CH:21]=[O:22])[CH2:17][CH:16]=2)=[CH:13][CH:14]=1)[C:2]1[CH:3]=[CH:4][CH:5]=[CH:6][CH:7]=1. Reported procedure: 1-benzyloxy-4-(1-methylene-allyl)-benzene (0.40 g, 1.694 mmol) and 2-methyl-propenal (0.355 mL) in DCM (10 mL) was cooled to −10° C. BF3.OCH2CH3 (0.322 mL, 1.778 mmol) was added and the reaction mixture stirred for 3 h. The mixture was then quenched by aqueous saturated NaHCO3 solution. After extraction with ethyl acetate (2×100 mL), the reaction mixture was dried over MgSO4 and purified on SiO2 to yield 4-(4-benzyloxy-phenyl)-1-methyl-cyclohex-3-ene carbaldehyde. The reactants are COC([C@@H](N)CC1=CNC2=CC=CC=C12)=O (racemic tryptophan methyl ester), COC=1C=C(C=O)C=CC1 (3-methoxybenzaldehyde). Yields the product COC=1C=C(C=CC1)C1NC(CC2=C1NC1=CC=CC=C21)C(=O)OC (Methyl 1,2,3,4-tetrahydro-1-(3-methoxyphenyl)-9H-pyrido[3,4-b]indole-3-carboxylate). Reaction SMILES: [CH3:1][O:2][C:3](=[O:16])[C@H:4]([CH2:6][C:7]1[C:15]2[C:10](=[CH:11][CH:12]=[CH:13][CH:14]=2)[NH:9][CH:8]=1)[NH2:5].[CH3:17][O:18][C:19]1[CH:20]=[C:21]([CH:24]=[CH:25][CH:26]=1)[CH:22]=O>>[CH3:17][O:18][C:19]1[CH:20]=[C:21]([CH:22]2[C:8]3[NH:9][C:10]4[C:15]([C:7]=3[CH2:6][CH:4]([C:3]([O:2][CH3:1])=[O:16])[NH:5]2)=[CH:14][CH:13]=[CH:12][CH:11]=4)[CH:24]=[CH:25][CH:26]=1. Procedure details: The same method but starting from racemic tryptophan methyl ester and 3-methoxybenzaldehyde gave the title compound as white crystals m.p.:146° C. Starting materials: Nc1c(F)cc(Br)cc1F, CN1CCCC1=O, N#C[Cu], O. Product: N#Cc1cc(F)c(N)c(F)c1. RXN SMILES: [Br:1][c:2]1[cH:3][c:4]([F:10])[c:5]([NH2:6])[c:7]([F:9])[cH:8]1.[CH3:14][N:15]1[CH2:16][CH2:17][CH2:18][C:19]1=[O:20].[Cu:11][C:12]#[N:13].[OH2:21]>>[c:2]1([C:12]#[N:13])[cH:3][c:4]([F:10])[c:5]([NH2:6])[c:7]([F:9])[cH:8]1. The reactants are CO, O=[N+]([O-])c1ccc(OC(F)(F)F)c(OC(F)(F)F)c1, [H][H]. Product: Nc1ccc(OC(F)(F)F)c(OC(F)(F)F)c1. As a reaction SMILES: [CH3:22][OH:23].[F:1][C:2]([O:3][c:4]1[cH:5][c:6]([N+:15]([O-:16])=[O:17])[cH:7][cH:8][c:9]1[O:10][C:11]([F:12])([F:13])[F:14])([F:18])[F:19].[H:20][H:21]>>[F:1][C:2]([O:3][c:4]1[cH:5][c:6]([NH2:15])[cH:7][cH:8][c:9]1[O:10][C:11]([F:12])([F:13])[F:14])([F:18])[F:19].